Dataset: the Open Reaction Database (ORD), a public repository of structured organic reaction records. Task: describe an organic reaction: reactants, conditions, products, and yield Starting materials: ClC1=CC=C(C=C1)N(C)CC1=CC=C(OC(C(=O)OCC)(C)C)C=C1 (ethyl 2-[4-{N-(4-chlorophenyl)-N-methylaminomethyl}phenoxy]-2-methylpropionate), aqueous solution, [OH-].[Na+] (sodium hydroxide). The solvent is C(C)O (ethanol). Conditions: time 4 hour. Yields the product ClC1=CC=C(C=C1)N(C)CC1=CC=C(OC(C(=O)O)(C)C)C=C1 (2-[4-{N-(4-chlorophenyl)-N-methylaminomethyl}phenoxy]-2-methylpropionic acid). Isolated yield 84.9%. As a reaction SMILES: [Cl:1][C:2]1[CH:7]=[CH:6][C:5]([N:8]([CH2:10][C:11]2[CH:25]=[CH:24][C:14]([O:15][C:16]([CH3:23])([CH3:22])[C:17]([O:19]CC)=[O:18])=[CH:13][CH:12]=2)[CH3:9])=[CH:4][CH:3]=1.[OH-].[Na+]>C(O)C>[Cl:1][C:2]1[CH:3]=[CH:4][C:5]([N:8]([CH2:10][C:11]2[CH:12]=[CH:13][C:14]([O:15][C:16]([CH3:22])([CH3:23])[C:17]([OH:19])=[O:18])=[CH:24][CH:25]=2)[CH3:9])=[CH:6][CH:7]=1 |f:1.2|. Reported procedure: In 20 ml of ethanol is dissolved 1.2 g of ethyl 2-[4-{N-(4-chlorophenyl)-N-methylaminomethyl}phenoxy]-2-methylpropionate. Subsequently, 15 ml of 1 N aqueous solution of sodium hydroxide is added to the solution, and the mixture is stirred at room temperature for 4 hours. After distilling off the ethanol from the reaction mixture under reduced pressure, the residue is dissolved in water. The solution is adjusted to pH 4 with 10% hydrochloric acid, and the precipitated crystals are collected by fi... Run in C1(=CC=CC=C1)C (toluene). Product: ClC=1C(N(C2=CC(=C(C=C2N1)C(=O)OC)OC)CC1=CC=C(C=C1)OC)=O (methyl 3-chloro-7-methoxy-1-(4-methoxybenzyl)-2-oxo-1,2-dihydroquinoxaline-6-carboxylate). Starting materials: COC1=C(C=C2NC(C(N(C2=C1)CC1=CC=C(C=C1)OC)=O)=O)C(=O)OC (methyl 7-methoxy-1-[(4-methoxyphenyl)methyl]-2,3-dioxo-1,2,3,4-tetrahydroquinoxaline-6-carboxylate), O=P(Cl)(Cl)Cl (POCl3), CN(C1=CC=CC=C1)C (N,N-dimethylaniline). Procedure details: To a solution of methyl 7-methoxy-1-[(4-methoxyphenyl)methyl]-2,3-dioxo-1,2,3,4-tetrahydroquinoxaline-6-carboxylate (24 g, 64.80 mmol) in toluene (300 mL) was added POCl3 (14.8 g, 96.52 mmol) and N,N-dimethylaniline (15.7 g, 129.75 mmol). The resulting solution was stirred overnight at 110° C. and concentrated in vacuo. The product was precipitated by the addition of methanol (150 mL) and collected by filtration to afford methyl 3-chloro-7-methoxy-1-(4-methoxybenzyl)-2-oxo-1,2-dihydroquinoxaline... Yield: 67.5%. As a reaction SMILES: [CH3:1][O:2][C:3]1[CH:12]=[C:11]2[C:6]([NH:7][C:8](=O)[C:9](=[O:22])[N:10]2[CH2:13][C:14]2[CH:19]=[CH:18][C:17]([O:20][CH3:21])=[CH:16][CH:15]=2)=[CH:5][C:4]=1[C:24]([O:26][CH3:27])=[O:25].O=P(Cl)(Cl)[Cl:30].CN(C)C1C=CC=CC=1>C1(C)C=CC=CC=1>[Cl:30][C:8]1[C:9](=[O:22])[N:10]([CH2:13][C:14]2[CH:19]=[CH:18][C:17]([O:20][CH3:21])=[CH:16][CH:15]=2)[C:11]2[C:6]([N:7]=1)=[CH:5][C:4]([C:24]([O:26][CH3:27])=[O:25])=[C:3]([O:2][CH3:1])[CH:12]=2. Reaction conditions: temperature 110 celsius, time 8 hour. Reactants: ClC1=CC(=C(C=C1O)N1N=C(N(C1=O)C(F)F)C)F (1-[4-chloro-2-fluoro-5-hydroxyphenyl)-4-difluoromethyl-4,5-dihydro-3-methyl-1,2,4-triazol-5(1H)-one), resultant mixture, [H-].[Na+] (sodium hydride), ice water, FC1=CC=C(C=C1)[N+](=O)[O-] (4-fluoronitrobenzene). The solvent is CN(C=O)C (N,N-dimethylformamide), CN(C=O)C (N,N-dimethylformamide). Reaction conditions: temperature 80 celsius. The product is ClC1=CC(=C(C=C1OC1=CC=C(C=C1)[N+](=O)[O-])N1N=C(N(C1=O)C(F)F)C)F (1-[4-chloro-2-fluoro-5-(4-nitrophenoxy)phenyl]-4-difluoromethyl-4,5-dihydro-3-methyl-1,2,4-triazol-5(1H)-one). The yield is 76.1%. Reaction SMILES: [H-].[Na+].[Cl:3][C:4]1[C:9]([OH:10])=[CH:8][C:7]([N:11]2[C:15](=[O:16])[N:14]([CH:17]([F:19])[F:18])[C:13]([CH3:20])=[N:12]2)=[C:6]([F:21])[CH:5]=1.F[C:23]1[CH:28]=[CH:27][C:26]([N+:29]([O-:31])=[O:30])=[CH:25][CH:24]=1>CN(C)C=O>[Cl:3][C:4]1[C:9]([O:10][C:23]2[CH:28]=[CH:27][C:26]([N+:29]([O-:31])=[O:30])=[CH:25][CH:24]=2)=[CH:8][C:7]([N:11]2[C:15](=[O:16])[N:14]([CH:17]([F:18])[F:19])[C:13]([CH3:20])=[N:12]2)=[C:6]([F:21])[CH:5]=1 |f:0.1|. Reported procedure: To a stirred mixture of 0.91 g (0.019 mole) of sodium hydride in 30 mL of N,N-dimethylformamide was added slowly a solution of 5.50 g (0.019 mole) of 1-[4-chloro-2-fluoro-5-hydroxyphenyl)-4-difluoromethyl-4,5-dihydro-3-methyl-1,2,4-triazol-5(1H)-one in 30 mL of N,N-dimethylformamide. To this mixture was added 2.68 g (0.019 mole) of 4-fluoronitrobenzene. The resultant mixture was stirred at room temperature for approximately 18 hours and then was heated at 80° C. for one hour. The mixture was all... The reactants are CN(C=CC(=O)C1=CSC=C1)C (3-dimethylamino-1-(3-thienyl)-2-propen-1-one), NN1C=NN=C1 (4-amino-1,2,4-triazole). The solvent is C=1(C(=CC=CC1)C)C (xylene). Product: S1C=C(C=C1)C=1C=2N(N=CC1)C=NN2 (8-(3-Thienyl)-1,2,4-triazolo[4,3-b]pyridazine). Reaction SMILES: C[N:2](C)[CH:3]=[CH:4][C:5]([C:7]1[CH:11]=[CH:10][S:9][CH:8]=1)=O.N[N:14]1[CH:18]=[N:17][N:16]=[CH:15]1>C1(C)C(C)=CC=CC=1>[S:9]1[CH:10]=[CH:11][C:7]([C:5]2[C:18]3[N:14]([CH:15]=[N:16][N:17]=3)[N:2]=[CH:3][CH:4]=2)=[CH:8]1. Procedure: As for Example 16, a mixture of 3-dimethylamino-1-(3-thienyl)-2-propen-1-one, 4-amino-1,2,4-triazole and xylene is refluxed for 16 hours to give the product of the Example. As a reaction SMILES: [CH3:30][C:31](=[O:32])[CH3:33].[Cl:1][c:2]1[cH:3][c:4](-[c:9]2[cH:10][c:11]([CH2:22][O:23][S:24]([CH3:25])(=[O:26])=[O:27])[n:12][n:13]2-[c:14]2[cH:15][cH:16][c:17]([O:20][CH3:21])[cH:18][cH:19]2)[cH:5][cH:6][c:7]1[Cl:8].[I-:28].[Na+:29]>>[Cl:1][c:2]1[cH:3][c:4](-[c:9]2[cH:10][c:11]([CH2:22][I:28])[n:12][n:13]2-[c:14]2[cH:15][cH:16][c:17]([O:20][CH3:21])[cH:18][cH:19]2)[cH:5][cH:6][c:7]1[Cl:8]. Product: COc1ccc(-n2nc(CI)cc2-c2ccc(Cl)c(Cl)c2)cc1. Reactants: CC(C)=O, COc1ccc(-n2nc(COS(C)(=O)=O)cc2-c2ccc(Cl)c(Cl)c2)cc1, [I-], [Na+]. The reactants are BrC1C(C2=CC(=CC=C2CC1)C#N)=O (2-bromo-7-cyano-1-tetralone), Cl.N1C=NC(=C1)CC(=S)N (4-imidazolylthioacetamide hydrochloride). Product: C(#N)C1=CC=C2CCC3=C(N=C(S3)CC=3N=CNC3)C2=C1 (8-Cyano-2-(4-imidazolylmethyl)-4,5-dihydronaphtho[1,2-d]thiazole). As a reaction SMILES: Br[CH:2]1[CH2:11][CH2:10][C:9]2[C:4](=[CH:5][C:6]([C:12]#[N:13])=[CH:7][CH:8]=2)[C:3]1=O.Cl.[NH:16]1[CH:20]=[C:19]([CH2:21][C:22]([NH2:24])=[S:23])[N:18]=[CH:17]1>>[C:12]([C:6]1[CH:5]=[C:4]2[C:9]([CH2:10][CH2:11][C:2]3[S:23][C:22]([CH2:21][C:19]4[N:18]=[CH:17][NH:16][CH:20]=4)=[N:24][C:3]=32)=[CH:8][CH:7]=1)#[N:13] |f:1.2|. Reported procedure: Starting compounds: 2-bromo-7-cyano-1-tetralone, 4-imidazolylthioacetamide hydrochloride The reactants are C1CCOC1, COc1ccc2cc(C(C)C(N)=O)ccc2c1, O=C(OC(=O)C(F)(F)F)C(F)(F)F, O. Yields the product COc1ccc2cc(C(C)C#N)ccc2c1. RXN SMILES: [CH2:32]1[O:33][CH2:34][CH2:35][CH2:36]1.[CH3:1][O:2][c:3]1[cH:4][c:5]2[cH:6][cH:7][c:8]([CH:13]([C:14](=[O:15])[NH2:16])[CH3:17])[cH:9][c:10]2[cH:11][cH:12]1.[F:18][C:19]([F:20])([F:21])[C:22]([O:23][C:24](=[O:25])[C:26]([F:27])([F:28])[F:29])=[O:30].[OH2:31]>>[CH3:1][O:2][c:3]1[cH:4][c:5]2[cH:6][cH:7][c:8]([CH:13]([C:14]#[N:16])[CH3:17])[cH:9][c:10]2[cH:11][cH:12]1. Starting materials: ice, O1CCN(CC1)C1=CC=C(N)C=C1 (4-morpholinoaniline), C(=O)([O-])[O-].[Ca+2] (CaCO3), ClC(=O)OC1=CC=C(C=C1)[N+](=O)[O-] (4-nitrophenyl chloroformate). Run in C(Cl)Cl (DCM), C(Cl)Cl.CO (DCM MeOH), C(Cl)Cl.CO (DCM MeOH). Run at time 1 hour. The product is [N+](=O)([O-])C1=CC=C(C=C1)OC(NC1=CC=C(C=C1)N1CCOCC1)=O ((4-Morpholin-4-yl-phenyl)-carbamic acid 4-nitro-phenyl ester). Yield: 35.9%. RXN SMILES: [O:1]1[CH2:6][CH2:5][N:4]([C:7]2[CH:13]=[CH:12][C:10]([NH2:11])=[CH:9][CH:8]=2)[CH2:3][CH2:2]1.C([O-])([O-])=O.[Ca+2].Cl[C:20]([O:22][C:23]1[CH:28]=[CH:27][C:26]([N+:29]([O-:31])=[O:30])=[CH:25][CH:24]=1)=[O:21]>C(Cl)Cl.C(Cl)Cl.CO>[N+:29]([C:26]1[CH:25]=[CH:24][C:23]([O:22][C:20](=[O:21])[NH:11][C:10]2[CH:12]=[CH:13][C:7]([N:4]3[CH2:3][CH2:2][O:1][CH2:6][CH2:5]3)=[CH:8][CH:9]=2)=[CH:28][CH:27]=1)([O-:31])=[O:30] |f:1.2,5.6|. Procedure: A mixture of 4-morpholinoaniline (1.01 g, 5.68 mmol) and CaCO3 (743 mg, 7.42 mmol) (10 micron powder) was treated with a solution of 4-nitrophenyl chloroformate (1.49 g, 7.39 mmol) in DCM (7.5 mL) in one portion under air on an ice bath. The thick, easily stirred reaction slurry was stirred for 1-2 min on the ice bath before stirring at rt for 1 h. The slurry was then diluted with 9:1 DCM/MeOH (7.5 mL) and directly applied to a flash silica column (95:5 DCM/MeOH) to provide 0.7 g of material. Th... The reactants are CC1CC(=O)O1, Cl, Oc1cccc(F)c1, [Na+], [OH-], O. Product: CC(CC(=O)O)Oc1cccc(F)c1. As a reaction SMILES: [C:11]1(=[O:16])[CH2:12][CH:13]([CH3:14])[O:15]1.[ClH:17].[F:3][c:4]1[cH:5][c:6]([OH:10])[cH:7][cH:8][cH:9]1.[Na+:2].[OH-:1].[OH2:18]>>[F:3][c:4]1[cH:5][c:6]([O:10][CH:13]([CH2:12][C:11](=[O:15])[OH:16])[CH3:14])[cH:7][cH:8][cH:9]1.